From a dataset of the Open Reaction Database (ORD), a public repository of structured organic reaction records. describe an organic reaction: reactants, conditions, products, and yield The reactants are C(C)(=O)[O-].[K+] (potassium acetate), C(F)(F)(F)CCl (CF3CH2Cl), C(F)(F)(F)CCl (CF3CH2Cl), [Cl-].[K+] (potassium chloride), C(C)(=O)[O-].[K+] (potassium acetate), [F-].[K+] (potassium fluoride), C(F)(F)(F)CCl (CF3CH2Cl), C(F)(F)(F)CCl (CF3CH2Cl), C(C)(=O)[O-].[K+] (potassium acetate), C(F)(F)(F)CCl (CF3CH2Cl). Run in O (water), CN1C(CCC1)=O (N-methyl-2-pyrrolidone), CN1C(CCC1)=O (NMP), O (water). Conditions: temperature 140 celsius, time 6.1 hour. Product: C(F)(F)(F)CCl (CF3CH2Cl), C(F)(F)(F)COC(=O)C (CF3CH2O2CCH3). As a reaction SMILES: [C:1]([O-:4])(=[O:3])[CH3:2].[K+].[C:6]([CH2:10][Cl:11])([F:9])([F:8])[F:7].[Cl-].[K+].[F-].[K+]>CN1CCCC1=O.O>[C:6]([CH2:10][Cl:11])([F:9])([F:8])[F:7].[C:6]([CH2:10][O:3][C:1]([CH3:2])=[O:4])([F:9])([F:8])[F:7] |f:0.1,3.4,5.6|. Reported procedure: A pressure vessel containing 8009 g of powdered potassium acetate was heated to 140° C. and evacuated to a pressure of 0.4 mm Hg for 4 hrs. removing 87 grams of water and acetic acid. To the remaining potassium acetate (7922 g, 80.7 mols) 11,800 g of N-methyl-2-pyrrolidone (NMP) containing 10 parts per million water was added. Then 95 mols of CF3CH2Cl containing 62 parts per million water was also added. As the mixture was heated to 180° C., the pressure rose to about 200 pounds per square inch ... Reactants: OC1=C(C=C(C(=O)OC)C=C1)C(=O)NC1CC(CCC1)C(=O)OC (methyl 4-hydroxy-3-({[3-(methoxycarbonyl)cyclohexyl]amino}carbonyl)benzoate), C1(=CC=CC=C1)OCCC\C=C\C1=CC=C(C=C1)CCCBr ((4E)-5-[4-(3-bromopropyl)phenyl]pent-4-en-1-yl phenyl ether). Yields the product COC(=O)C1CC(CCC1)NC(=O)C=1C=C(C(=O)OC)C=CC1OCCCC1=CC=C(C=C1)\C=C\CCCOC1=CC=CC=C1 (Methyl 3-({[3-(methoxycarbonyl)cyclohexyl]amino}carbonyl)-4-(3-{4-[(1E)-5-phenoxypent-1-en-1-yl]phenyl}propoxy)benzoate). As a reaction SMILES: [OH:1][C:2]1[CH:11]=[CH:10][C:5]([C:6]([O:8][CH3:9])=[O:7])=[CH:4][C:3]=1[C:12]([NH:14][CH:15]1[CH2:20][CH2:19][CH2:18][CH:17]([C:21]([O:23][CH3:24])=[O:22])[CH2:16]1)=[O:13].[C:25]1([O:31][CH2:32][CH2:33][CH2:34]/[CH:35]=[CH:36]/[C:37]2[CH:42]=[CH:41][C:40]([CH2:43][CH2:44][CH2:45]Br)=[CH:39][CH:38]=2)[CH:30]=[CH:29][CH:28]=[CH:27][CH:26]=1>>[CH3:24][O:23][C:21]([CH:17]1[CH2:18][CH2:19][CH2:20][CH:15]([NH:14][C:12]([C:3]2[CH:4]=[C:5]([CH:10]=[CH:11][C:2]=2[O:1][CH2:45][CH2:44][CH2:43][C:40]2[CH:41]=[CH:42][C:37](/[CH:36]=[CH:35]/[CH2:34][CH2:33][CH2:32][O:31][C:25]3[CH:26]=[CH:27][CH:28]=[CH:29][CH:30]=3)=[CH:38][CH:39]=2)[C:6]([O:8][CH3:9])=[O:7])=[O:13])[CH2:16]1)=[O:22]. Reported procedure: Preparation takes place in analogy to Example 22 from the (+)-B-enantiomer of methyl 4-hydroxy-3-({[3-(methoxycarbonyl)cyclohexyl]amino}carbonyl)benzoate (see Example IX, method 2) and (4E)-5-[4-(3-bromopropyl)phenyl]pent-4-en-1-yl phenyl ether. Reactants: NC=1C(=C(C(=O)NC2=C(C=C(C=C2C)C(C(F)(F)F)(C(F)(F)F)F)C)C=C(C1C#N)F)F (3-amino-4-cyano-2,5-difluoro-N-[2,6-dimethyl-4-(1,2,2,2-tetrafluoro-1-trifluoromethyl-ethyl)-phenyl]-benzamide), C(C1=CC=CC=C1)(=O)Cl (benzoyl chloride), N1(CCCCCC=NCCC1)C1CCCCCCCCCC1 (1,8-diazabicycloundec-7-ene), C(C1=CC=CC=C1)(=O)Cl (benzoyl chloride). Run in C(Cl)(Cl)Cl (chloroform). Reaction conditions: temperature 140 celsius, time 30 minute. The product is C(C1=CC=CC=C1)(=O)NC=1C(=C(C(=O)NC2=C(C=C(C=C2C)C(C(F)(F)F)(C(F)(F)F)F)C)C=C(C1C#N)F)F (3-benzamido-4-cyano-2,5-difluoro-N-[2,6-dimethyl-4-(1,2,2,2-tetrafluoro-1-trifluoromethyl-ethyl)-phenyl]-benzamide). The yield is 15.0%. As a reaction SMILES: [NH2:1][C:2]1[C:3]([F:32])=[C:4]([CH:26]=[C:27]([F:31])[C:28]=1[C:29]#[N:30])[C:5]([NH:7][C:8]1[C:13]([CH3:14])=[CH:12][C:11]([C:15]([F:24])([C:20]([F:23])([F:22])[F:21])[C:16]([F:19])([F:18])[F:17])=[CH:10][C:9]=1[CH3:25])=[O:6].N1(C2CCCCCCCCCC2)CCCN=CCCCCC1.[C:55](Cl)(=[O:62])[C:56]1[CH:61]=[CH:60][CH:59]=[CH:58][CH:57]=1>C(Cl)(Cl)Cl>[C:55]([NH:1][C:2]1[C:3]([F:32])=[C:4]([CH:26]=[C:27]([F:31])[C:28]=1[C:29]#[N:30])[C:5]([NH:7][C:8]1[C:13]([CH3:14])=[CH:12][C:11]([C:15]([F:24])([C:16]([F:18])([F:19])[F:17])[C:20]([F:21])([F:22])[F:23])=[CH:10][C:9]=1[CH3:25])=[O:6])(=[O:62])[C:56]1[CH:61]=[CH:60][CH:59]=[CH:58][CH:57]=1. Procedure: To a solution of 3-amino-4-cyano-2,5-difluoro-N-[2,6-dimethyl-4-(1,2,2,2-tetrafluoro-1-trifluoromethyl-ethyl)-phenyl]-benzamide (70 mg, 0.15 mmol) (Example I16) in chloroform (0.75 ml) were added 1,8-diazabicycloundec-7-ene (“DBU”) (49 μl, 0.33 mmol) and benzoyl chloride (17 μl, 0.15 mmol). The reaction mixture was heated in a microwave to 140° C. for 30 minutes. Two further portions of benzoyl chloride (17 μl, 0.15 mmol) were added and heating continued at 140° C. for 30 minutes each time. The ... Starting materials: P(=O)(Cl)(Cl)Cl (Phosphorus oxychloride), C(C#C)ON=C(C(=O)O)C=1N=C(SC1)N (2-(2-propynyloxyimino)-2-(2-aminothiazol-4-yl)acetic acid), C[Si](C)(C)CC(=O)N (trimethylsilylacetamide), NC1[C@@H]2N(C(=C(CS2)CSC=2SC=NN2)C(=O)O)C1=O (7-amino-3-(1,3,4-thiadiazol-2-yl)thiomethyl-3-cephem-4-carboxylic acid), P(=O)(Cl)(Cl)Cl (Phosphorus oxychloride), C[Si](C)(C)CC(=O)N (Trimethylsilylacetamide). The solvent is O1CCCC1 (tetrahydrofuran), C(C)(=O)OCC (ethyl acetate), O1CCCC1 (tetrahydrofuran), CN(C=O)C (dimethylformamide), C(C)(=O)OCC (ethyl acetate), O (water). Conditions: time 15 minute. The product is C(C#C)ON=C(C(=O)NC1[C@@H]2N(C(=C(CS2)CSC=2SC=NN2)C(=O)O)C1=O)C=1N=C(SC1)N (7-[2-(2-propynyl)oxyimino-2-(2-aminothiazol-4-yl)acetamido]-3-(1,3,4-thiadiazol-2-yl)thiomethyl-3-cephem-4-carboxylic acid). Isolated yield 52.1%. Reaction SMILES: P(Cl)(Cl)(Cl)=O.[CH2:6]([O:9][N:10]=[C:11]([C:15]1[N:16]=[C:17]([NH2:20])[S:18][CH:19]=1)[C:12]([OH:14])=O)[C:7]#[CH:8].C[Si](CC(N)=O)(C)C.[NH2:29][CH:30]1[C:47](=[O:48])[N:32]2[C:33]([C:44]([OH:46])=[O:45])=[C:34]([CH2:37][S:38][C:39]3[S:40][CH:41]=[N:42][N:43]=3)[CH2:35][S:36][C@H:31]12>O1CCCC1.C(OCC)(=O)C.O.CN(C)C=O>[CH2:6]([O:9][N:10]=[C:11]([C:15]1[N:16]=[C:17]([NH2:20])[S:18][CH:19]=1)[C:12]([NH:29][CH:30]1[C:47](=[O:48])[N:32]2[C:33]([C:44]([OH:46])=[O:45])=[C:34]([CH2:37][S:38][C:39]3[S:40][CH:41]=[N:42][N:43]=3)[CH2:35][S:36][C@H:31]12)=[O:14])[C:7]#[CH:8]. Procedure details: Phosphorus oxychloride (0.96 g.) was added at a time to a suspension of 2-(2-propynyloxyimino)-2-(2-aminothiazol-4-yl)acetic acid (syn isomer) (1.13 g.) in dry tetrahydrofuran (10 ml.) at 2° C. and the mixture was stirred for 15 minutes at 2° to 4° C. Trimethylsilylacetamide (1.0 g.) was added dropwise thereto and the resulting mixture was stirred for 20 minutes at 2° to 6° C. Phosphorus oxychloride (0.96 g.) was added thereto and the mixture was stirred for 20 minutes. Dry dimethylformamide (0.... RXN SMILES: [CH3:21][C:22](=[O:23])[O:24][C:25](=[O:26])[CH3:27].[CH3:28][C:29](=[O:30])[OH:31].[N:1](=[N+:2]=[N-:3])[CH:4]1[C:5](=[O:20])[c:6]2[c:7]([c:8]([C:13](=[O:14])[O:15][CH2:16][CH3:17])[s:9][c:10]2[S:11][CH3:12])[CH2:18][CH2:19]1>>[NH:1]([CH:4]1[C:5](=[O:20])[c:6]2[c:7]([c:8]([C:13](=[O:14])[O:15][CH2:16][CH3:17])[s:9][c:10]2[S:11][CH3:12])[CH2:18][CH2:19]1)[C:22]([CH3:21])=[O:23]. The reactants are CC(=O)OC(C)=O, CC(=O)O, CCOC(=O)c1sc(SC)c2c1CCC(N=[N+]=[N-])C2=O. The product is CCOC(=O)c1sc(SC)c2c1CCC(NC(C)=O)C2=O. Reactants: NC1=CC(=C(C(=O)O)C=C1)[N+](=O)[O-] (4-amino-2-nitrobenzoic acid), [N+](=O)([O-])C1=CC=C(C(=O)Cl)C=C1 (4-nitrobenzoyl chloride). Yields the product [N+](=O)([O-])C1=CC=C(C(=O)NC2=CC(=C(C(=O)O)C=C2)[N+](=O)[O-])C=C1 (4-(4-Nitrobenzoylamino)-2-nitrobenzoic acid). RXN SMILES: [NH2:1][C:2]1[CH:10]=[CH:9][C:5]([C:6]([OH:8])=[O:7])=[C:4]([N+:11]([O-:13])=[O:12])[CH:3]=1.[N+:14]([C:17]1[CH:25]=[CH:24][C:20]([C:21](Cl)=[O:22])=[CH:19][CH:18]=1)([O-:16])=[O:15]>>[N+:14]([C:17]1[CH:18]=[CH:19][C:20]([C:21]([NH:1][C:2]2[CH:10]=[CH:9][C:5]([C:6]([OH:8])=[O:7])=[C:4]([N+:11]([O-:13])=[O:12])[CH:3]=2)=[O:22])=[CH:24][CH:25]=1)([O-:16])=[O:15]. Reported procedure: 4-(4-Nitrobenzoylamino)-2-nitrobenzoic acid was prepared as described in Example 3 from 20.0 g (0.11 mol) of 4-amino-2-nitrobenzoic acid and 22.4 g (0.121 mol) of 4-nitrobenzoyl chloride. The product was reprecipitated from THF/H2O. Reactants: C1COCCO1, COC(=O)C1(Oc2cc(-n3c(=O)cc(C(F)(F)F)n(C)c3=O)c(F)cc2Cl)CC1, Cl, O. Product: Cn1c(C(F)(F)F)cc(=O)n(-c2cc(OC3(C(=O)O)CC3)c(Cl)cc2F)c1=O. RXN SMILES: [CH2:30]1[O:31][CH2:32][CH2:33][O:34][CH2:35]1.[Cl:1][c:2]1[c:3]([O:4][C:5]2([C:8](=[O:9])[O:10][CH3:11])[CH2:6][CH2:7]2)[cH:12][c:13](-[n:17]2[c:18](=[O:29])[n:19]([CH3:28])[c:20]([C:24]([F:25])([F:26])[F:27])[cH:21][c:22]2=[O:23])[c:14]([F:16])[cH:15]1.[ClH:36].[OH2:37]>>[Cl:1][c:2]1[c:3]([O:4][C:5]2([C:8](=[O:9])[OH:10])[CH2:6][CH2:7]2)[cH:12][c:13](-[n:17]2[c:18](=[O:29])[n:19]([CH3:28])[c:20]([C:24]([F:25])([F:26])[F:27])[cH:21][c:22]2=[O:23])[c:14]([F:16])[cH:15]1.